This data is from the Open Reaction Database (ORD), a public repository of structured organic reaction records. The task is: describe an organic reaction: reactants, conditions, products, and yield Reactants: COC(=O)c1cc(OCc2ccccc2)c(OC)cc1[N+](=O)[O-], CO, [Na+], [Na+], O, O=S([O-])S(=O)[O-]. As a reaction SMILES: [CH2:1]([c:2]1[cH:3][cH:4][cH:5][cH:6][cH:7]1)[O:8][c:9]1[c:10]([O:22][CH3:23])[cH:11][c:12]([N+:19]([O-:20])=[O:21])[c:13]([C:14](=[O:15])[O:16][CH3:17])[cH:18]1.[CH3:32][OH:33].[Na+:30].[Na+:31].[OH2:34].[S:24]([S:25]([O-:26])=[O:27])([O-:28])=[O:29]>>[CH2:1]([c:2]1[cH:3][cH:4][cH:5][cH:6][cH:7]1)[O:8][c:9]1[c:10]([O:22][CH3:23])[cH:11][c:12]([NH2:19])[c:13]([C:14](=[O:15])[O:16][CH3:17])[cH:18]1. The product is COC(=O)c1cc(OCc2ccccc2)c(OC)cc1N.